From a dataset of the Open Reaction Database (ORD), a public repository of structured organic reaction records. describe an organic reaction: reactants, conditions, products, and yield Reactants: N[C@H]1[C@@H](CCCC1)O (Trans-2-amino-cyclohexanol), ClC(Cl)(OC(OC(Cl)(Cl)Cl)=O)Cl (triphosgene), C(Cl)Cl (methylene chloride), [OH-].[NH4+] (ammonium hydroxide). Product: N(C(=O)N)[C@H]1[C@@H](CCCC1)O (trans-2-ureido-cyclohexanol). RXN SMILES: [NH2:1][C@@H:2]1[CH2:7][CH2:6][CH2:5][CH2:4][C@H:3]1[OH:8].ClC(Cl)(O[C:13](=[O:19])OC(Cl)(Cl)Cl)Cl.C(Cl)Cl.[OH-].[NH4+:25]>>[NH:1]([C@@H:2]1[CH2:7][CH2:6][CH2:5][CH2:4][C@H:3]1[OH:8])[C:13]([NH2:25])=[O:19] |f:3.4|. Reported procedure: Trans-2-amino-cyclohexanol (Aldrich) is treated with triphosgene in methylene chloride (1/3 equivalent). To the resulting solution, excess ammonium hydroxide is added to give after work up the title compound. Starting materials: O=C1Nc2cccnc2N(C(=O)Cl)c2cc(Cl)ccc21, C1CNCC(CCN2CCCC2)C1. Product: O=C1Nc2cccnc2N(C(=O)N2CCCC(CCN3CCCC3)C2)c2cc(Cl)ccc21. As a reaction SMILES: [Cl:1][c:2]1[cH:3][c:4]2[c:5]([cH:19][cH:20]1)[C:6](=[O:18])[NH:7][c:8]1[c:9]([n:14][cH:15][cH:16][cH:17]1)[N:10]2[C:11](=[O:12])[Cl:13].[N:21]1([CH2:26][CH2:27][CH:28]2[CH2:29][NH:30][CH2:31][CH2:32][CH2:33]2)[CH2:22][CH2:23][CH2:24][CH2:25]1>>[Cl:1][c:2]1[cH:3][c:4]2[c:5]([cH:19][cH:20]1)[C:6](=[O:18])[NH:7][c:8]1[c:9]([n:14][cH:15][cH:16][cH:17]1)[N:10]2[C:11](=[O:12])[N:30]1[CH2:29][CH:28]([CH2:27][CH2:26][N:21]2[CH2:22][CH2:23][CH2:24][CH2:25]2)[CH2:33][CH2:32][CH2:31]1.